From a dataset of the Open Reaction Database (ORD), a public repository of structured organic reaction records. describe an organic reaction: reactants, conditions, products, and yield Starting materials: CC(C)(C)OC(=O)CCC(NCc1cc(Oc2ccccc2)ncc1[N+](=O)[O-])C1CCCCC1, CO. The product is CC(C)(C)OC(=O)CCC(NCc1cc(Oc2ccccc2)ncc1N)C1CCCCC1. As a reaction SMILES: [C:1]([CH3:2])([CH3:3])([CH3:4])[O:5][C:6]([CH2:7][CH2:8][CH:9]([NH:10][CH2:11][c:12]1[cH:13][c:14]([O:21][c:22]2[cH:23][cH:24][cH:25][cH:26][cH:27]2)[n:15][cH:16][c:17]1[N+:18]([O-:19])=[O:20])[CH:28]1[CH2:29][CH2:30][CH2:31][CH2:32][CH2:33]1)=[O:34].[CH3:35][OH:36]>>[C:1]([CH3:2])([CH3:3])([CH3:4])[O:5][C:6]([CH2:7][CH2:8][CH:9]([NH:10][CH2:11][c:12]1[cH:13][c:14]([O:21][c:22]2[cH:23][cH:24][cH:25][cH:26][cH:27]2)[n:15][cH:16][c:17]1[NH2:18])[CH:28]1[CH2:29][CH2:30][CH2:31][CH2:32][CH2:33]1)=[O:34]. Run in C1(=CC=CC=C1)C (toluene). The reagents and catalysts are C=1C=CC(=CC1)/C=C/C(=O)/C=C/C2=CC=CC=C2.C=1C=CC(=CC1)/C=C/C(=O)/C=C/C2=CC=CC=C2.C=1C=CC(=CC1)/C=C/C(=O)/C=C/C2=CC=CC=C2.[Pd].[Pd] (Pd2(dba)3). Reaction SMILES: C([Sn](CCCC)(CCCC)[C:6]1[CH:11]=[C:10]([O:12][CH3:13])[C:9]([O:14][CH3:15])=[C:8]([O:16][CH3:17])[CH:7]=1)CCC.[Br:26][CH2:27][CH2:28][CH2:29][CH2:30][C:31](Cl)=[O:32]>C1C=CC(/C=C/C(/C=C/C2C=CC=CC=2)=O)=CC=1.C1C=CC(/C=C/C(/C=C/C2C=CC=CC=2)=O)=CC=1.C1C=CC(/C=C/C(/C=C/C2C=CC=CC=2)=O)=CC=1.[Pd].[Pd].C1(C)C=CC=CC=1>[Br:26][CH2:27][CH2:28][CH2:29][CH2:30][C:31]([C:6]1[CH:7]=[C:8]([O:16][CH3:17])[C:9]([O:14][CH3:15])=[C:10]([O:12][CH3:13])[CH:11]=1)=[O:32] |f:2.3.4.5.6|. The reactants are C(CCC)[Sn](C1=CC(=C(C(=C1)OC)OC)OC)(CCCC)CCCC (Tributyl-(3,4,5-trimethoxyphenyl)stannane), BrCCCCC(=O)Cl (5-bromopentanoyl chloride). Procedure details: A solution of 8.5 g of the compound obtained in Step A, 3.2 ml of 5-bromopentanoyl chloride, 0.3 g of Pd2(dba)3 and 250 ml of toluene is refluxed for 6 hours, and then cooled and evaporated in vacuo. The residue is purified by chromatography over silica gel eluted with dichloromethane, enabling the expected product to be isolated. Product: BrCCCCC(=O)C1=CC(=C(C(=C1)OC)OC)OC (5-Bromo-1-(3,4,5-trimethoxyphenyl)-pentan-1-one). Starting materials: ClC1=CC=C(C=C1)C(C(=O)O)(C)C (2-(4-chlorophenyl)-2-methylpropanoic acid), NCCCN1CCC(CC1)C=1C=C(C=CC1)NC(C(C)C)=O (N-{3-[1-(3-amino propyl)-4-piperidinyl]phenyl}-2-methylpropan amide). The solvent is C(Cl)(Cl)Cl (CHCl3). The product is ClC1=CC=C(C=C1)C(C(=O)NCCCN1CCC(CC1)C1=CC(=CC=C1)NC(C(C)C)=O)(C)C (2-(4-CHLOROPHENYL)-N-(3-{4-[3-(ISOBUTYRYLAMINO)PHENYL]-1-PIPERIDINYL}PROPYL)-2-METHYLPROPANAMIDE). Reaction SMILES: [Cl:1][C:2]1[CH:7]=[CH:6][C:5]([C:8]([CH3:13])([CH3:12])[C:9]([OH:11])=O)=[CH:4][CH:3]=1.[NH2:14][CH2:15][CH2:16][CH2:17][N:18]1[CH2:23][CH2:22][CH:21]([C:24]2[CH:25]=[C:26]([NH:30][C:31](=[O:35])[CH:32]([CH3:34])[CH3:33])[CH:27]=[CH:28][CH:29]=2)[CH2:20][CH2:19]1>C(Cl)(Cl)Cl>[Cl:1][C:2]1[CH:3]=[CH:4][C:5]([C:8]([CH3:13])([CH3:12])[C:9]([NH:14][CH2:15][CH2:16][CH2:17][N:18]2[CH2:23][CH2:22][CH:21]([C:24]3[CH:29]=[CH:28][CH:27]=[C:26]([NH:30][C:31](=[O:35])[CH:32]([CH3:33])[CH3:34])[CH:25]=3)[CH2:20][CH2:19]2)=[O:11])=[CH:6][CH:7]=1. Procedure details: Example 8 was prepared from 2-(4-chlorophenyl)-2-methylpropanoic acid and N-{3-[1-(3-amino propyl)-4-piperidinyl]phenyl}-2-methylpropan amide according to the procedures described in Scheme 9: 1H NMR (400 MHz, CDCl3) δ 7.53 (s, 1H), 7.32–7.24 (m, 7H), 6.91 (d, 1H, J=7.2 Hz), 6.67 (m, 1H), 3.31 (q, 2H, J=5.5 Hz), 2.92–2.85 (m, 2H), 2.53 (septet, 1H, J=6.7 Hz), 2.43 (tt, 1H, J=11.6, 3.0 Hz), 2.33 (t, 2H, J=6.7 Hz), 1.91 (dt, 2H, J=11.7, 1.8 Hz), 1.78–1.72 (m, 2H), 1.65–1.59 (m, 2H), 1.56 (s, 6H), ... The reactants are C(CCC)OC(=O)C=1N=CC2=CC(=CC=C2C1O)SC1=CC=CC=C1 (4-hydroxy-7-phenylsulfanyl-isoquinoline-3-carboxylic acid butyl ester), N[C@@H](C)C(=O)O (L-alanine). Procedure: A mixture of 4-hydroxy-7-phenylsulfanyl-isoquinoline-3-carboxylic acid butyl ester (0.20 g) and L-alanine (0.75 g) in 0.5 M NaOMe/MeOH (11.3 ml) was heated to reflux for 36 h. After cooling, reaction mixture was concentrated. The residue was suspended in water (50 ml) and extracted with ethyl acetate (50 ml) which was discarded. The aqueous layer was acidified by 2 N HCl aqueous solution. Extracted with ethyl acetate (2×50 ml). Combined organic layers were dried over magnesium sulfate, filtered,... As a reaction SMILES: C(O[C:6]([C:8]1[N:9]=[CH:10][C:11]2[C:16]([C:17]=1[OH:18])=[CH:15][CH:14]=[C:13]([S:19][C:20]1[CH:25]=[CH:24][CH:23]=[CH:22][CH:21]=1)[CH:12]=2)=[O:7])CCC.[NH2:26][C@H:27]([C:29]([OH:31])=[O:30])[CH3:28]>C[O-].[Na+].CO>[OH:18][C:17]1[C:16]2[C:11](=[CH:12][C:13]([S:19][C:20]3[CH:21]=[CH:22][CH:23]=[CH:24][CH:25]=3)=[CH:14][CH:15]=2)[CH:10]=[N:9][C:8]=1[C:6]([NH:26][C@@H:27]([CH3:28])[C:29]([OH:31])=[O:30])=[O:7] |f:2.3.4|. Isolated yield 72.0%. Product: OC1=C(N=CC2=CC(=CC=C12)SC1=CC=CC=C1)C(=O)N[C@H](C(=O)O)C (2-(S)-[(4-Hydroxy-7-phenylsulfanyl-isoquinoline-3-carbonyl)-amino]-propionic acid). Run in C[O-].[Na+].CO (NaOMe MeOH).